From a dataset of the Open Reaction Database (ORD), a public repository of structured organic reaction records. describe an organic reaction: reactants, conditions, products, and yield RXN SMILES: Cl[C:2]1[S:3][C:4]2[CH:9]=[C:8]([C:10]3[CH:15]=[CH:14][C:13]([F:16])=[CH:12][CH:11]=3)[NH:7][C:5]=2[N:6]=1.[NH:17]1[CH2:22][CH2:21][O:20][CH2:19][CH2:18]1>>[F:16][C:13]1[CH:14]=[CH:15][C:10]([C:8]2[NH:7][C:5]3[N:6]=[C:2]([N:17]4[CH2:22][CH2:21][O:20][CH2:19][CH2:18]4)[S:3][C:4]=3[CH:9]=2)=[CH:11][CH:12]=1. Starting materials: ClC=1SC2=C(N1)NC(=C2)C2=CC=C(C=C2)F (2-chloro-5-(4-fluorophenyl)-4H-pyrrolo[2,3-d]thiazole), N1CCOCC1 (morpholine). The product is FC1=CC=C(C=C1)C1=CC2=C(N=C(S2)N2CCOCC2)N1 (5-(4-fluorophenyl)-2-morpholin-4-yl-4H-pyrrolo[2,3-d]thiazole). Reported procedure: 126 mg (0.50 mmol) of 2-chloro-5-(4-fluorophenyl)-4H-pyrrolo[2,3-d]thiazole are suspended in 2 ml of morpholine in a microwave vessel and irradiated at 130° C. for 2 h and subsequently purified directly by chromatography on silica gel (eluent: cyclohexane/ethyl acetate 1/1), giving 139 mg (0.45 mmol, 91%) of 5-(4-fluorophenyl)-2-morpholin-4-yl-4H-pyrrolo[2,3-d]thiazole as beige crystals; m.p. 240-248; The yield is 91.0%. Starting materials: NN (Hydrazine), C(CCCCCCCCCCCCC)(=O)OC (methyl tetradecanoate). Solvent: CO (methanol). Product: C(CCCCCCCCCCCCC)(=O)NN (tetradecanoic acid hydrazide). The yield is 43.9%. Reaction SMILES: [NH2:1][NH2:2].[C:3]([O:18]C)(=O)[CH2:4][CH2:5][CH2:6][CH2:7][CH2:8][CH2:9][CH2:10][CH2:11][CH2:12][CH2:13][CH2:14][CH2:15][CH3:16]>CO>[C:3]([NH:1][NH2:2])(=[O:18])[CH2:4][CH2:5][CH2:6][CH2:7][CH2:8][CH2:9][CH2:10][CH2:11][CH2:12][CH2:13][CH2:14][CH2:15][CH3:16]. Procedure details: Hydrazine (1.9 mL, 0.058 mol) was added to a solution of methyl tetradecanoate (13.96 g, 0.058 mol) in methanol (300 mL) and the solution refluxed for 3 days. The mixture was allowed to cool and filtered to yield 6.17 g of a crystalline solid, m.p. 107°-111° C. Reactants: BrCC1=C(C(=O)OC)C=CC=C1 (methyl 2-(bromomethyl)benzoate), SC1=CC=C(C=C1)CCC(=O)O (3-(4-Mercaptophenyl)propanoic acid), [H-].[Na+] (Sodium hydride), O (water), [H-].[Na+] (sodium hydride). Solvent: C1CCOC1 (THF), C1CCOC1 (THF). Run at temperature 0 celsius, time 30 minute. The product is COC(=O)C1=C(CSC2=CC=C(C=C2)CCC(=O)O)C=CC=C1 (3-(4-{[2-(methoxycarbonyl)benzyl]thio}phenyl)propanoic acid). Isolated yield 62.4%. RXN SMILES: [SH:1][C:2]1[CH:7]=[CH:6][C:5]([CH2:8][CH2:9][C:10]([OH:12])=[O:11])=[CH:4][CH:3]=1.[H-].[Na+].Br[CH2:16][C:17]1[CH:26]=[CH:25][CH:24]=[CH:23][C:18]=1[C:19]([O:21][CH3:22])=[O:20].O>C1COCC1>[CH3:22][O:21][C:19]([C:18]1[CH:23]=[CH:24][CH:25]=[CH:26][C:17]=1[CH2:16][S:1][C:2]1[CH:3]=[CH:4][C:5]([CH2:8][CH2:9][C:10]([OH:12])=[O:11])=[CH:6][CH:7]=1)=[O:20] |f:1.2|. Procedure: 3-(4-Mercaptophenyl)propanoic acid (2.0 g, 10.97 mmol) was dissolved in dry THF (60 ml) and cooled to 0° C. Sodium hydride (0.64 g, 24.1 mmol) was added. The mixture was stirred for 30 minutes, methyl 2-(bromomethyl)benzoate (2.77 g, 12.07 mmol) dissolved in dry THF (10 ml) was added dropwise. The solution was allowed to warm up to room temperature and was stirred overnight. Dropwise addition of water (10 ml) deactivated the remaining sodium hydride. The solvent was removed by evaporation, and t... Reported procedure: N-[1-(1,2,2a,3,4,5-Hexahydroacenaphthylen-1-yl)piperidin-4-yl]-benzene-1,2-diamine (1.15 g) was dissolved in THF (70 ml), 1,1′-carbonyldiimidazole (0.591 g) was added, and the mixture was stirred at room temperature for 3 hr. The reaction mixture was poured into water, and the mixture was extracted with ethyl acetate. The extract was washed with water and saturated aqueous ammonium chloride solution, dried over magnesium sulfate, and concentrated. The obtained residue was purified by silica gel ... Yield: 61.5%. Yields the product C1(CC2CCCC3=CC=CC1=C23)N2CCC(CC2)N2C(NC3=C2C=CC=C3)=O (1-[1-(1,2,2a,3,4,5-hexahydroacenaphthylen-1-yl)piperidin-4-yl]-1,3-dihydro-2H-benzimidazol-2-one). The solvent is C1CCOC1 (THF). Reaction conditions: time 3 hour. Reaction SMILES: [CH:1]1([N:13]2[CH2:18][CH2:17][CH:16]([NH:19][C:20]3[C:21]([NH2:26])=[CH:22][CH:23]=[CH:24][CH:25]=3)[CH2:15][CH2:14]2)[C:11]2=[C:12]3[C:7](=[CH:8][CH:9]=[CH:10]2)[CH2:6][CH2:5][CH2:4][CH:3]3[CH2:2]1.[C:27](N1C=CN=C1)(N1C=CN=C1)=[O:28].O>C1COCC1>[CH:1]1([N:13]2[CH2:14][CH2:15][CH:16]([N:19]3[C:20]4[CH:25]=[CH:24][CH:23]=[CH:22][C:21]=4[NH:26][C:27]3=[O:28])[CH2:17][CH2:18]2)[C:11]2=[C:12]3[C:7](=[CH:8][CH:9]=[CH:10]2)[CH2:6][CH2:5][CH2:4][CH:3]3[CH2:2]1. Reactants: C(=O)(N1C=NC=C1)N1C=NC=C1 (1,1′-carbonyldiimidazole), C1(CC2CCCC3=CC=CC1=C23)N2CCC(CC2)NC=2C(=CC=CC2)N (N-[1-(1,2,2a,3,4,5-Hexahydroacenaphthylen-1-yl)piperidin-4-yl]-benzene-1,2-diamine), O (water). Reactants: [Al+3], [H-], [H-], [H-], [H-], [Li+], Nc1c(F)cccc1C(=O)NC1CCN(Cc2ccccc2)CC1, C1COCCO1. The product is Nc1c(F)cccc1CNC1CCN(Cc2ccccc2)CC1. Reaction SMILES: [Al+3:2].[H-:1].[H-:4].[H-:5].[H-:6].[Li+:3].[NH2:7][c:8]1[c:9]([C:10](=[O:11])[NH:12][CH:13]2[CH2:14][CH2:15][N:16]([CH2:19][c:20]3[cH:21][cH:22][cH:23][cH:24][cH:25]3)[CH2:17][CH2:18]2)[cH:26][cH:27][cH:28][c:29]1[F:30].[O:31]1[CH2:32][CH2:33][O:34][CH2:35][CH2:36]1>>[NH2:7][c:8]1[c:9]([CH2:10][NH:12][CH:13]2[CH2:14][CH2:15][N:16]([CH2:19][c:20]3[cH:21][cH:22][cH:23][cH:24][cH:25]3)[CH2:17][CH2:18]2)[cH:26][cH:27][cH:28][c:29]1[F:30].